From a dataset of the Open Reaction Database (ORD), a public repository of structured organic reaction records. describe an organic reaction: reactants, conditions, products, and yield Starting materials: C(c1cc(cc(c1O)[Br])[N+]([O-])=O)=O, CC1=CN=C(C=C1)N, [C-]#[N+]C1CCCCC1. The reagents and catalysts are O=C(O)C(F)(F)F (trifluoroacetic acid). The solvent is CC(C)O (isopropyl alcohol), CC(C)O (isopropylalcohol). Conditions: temperature 22 celsius, time 20 hour. The product is Cc1ccc2nc(c3cc(cc(c3O)[Br])[N+]([O-])=O)c(NC3CCCCC3)n2c1. The yield is 45.8%. Reaction SMILES: CC1=CC=C(N)N=C1.[C-]#[N+]C1CCCCC1.OC1=C(Br)C=C(C=C1C=O)N(=O)=O>>CC1=CN2C(C=C1)=NC(=C2NC1CCCCC1)C1=CC(=CC(Br)=C1O)N(=O)=O. Starting materials: C(C(C)C)N1C(=NC=2C(=NC(=C(C21)C)C)NCC2=CC=C(C=C2)OC)CO ({1-Isobutyl-4-[(4-methoxybenzyl)amino]-6,7-dimethyl-1H-imidazo[4,5-c]pyridin-2-yl}methanol). The solvent is FC(C(=O)O)(F)F (trifluoroacetic acid). The product is NC1=NC(=C(C2=C1N=C(N2CC(C)C)CO)C)C ((4-amino-1-isobutyl-6,7-dimethyl-1H-imidazo[4,5-c]pyridin-2-yl)methanol). The yield is 93.9%. As a reaction SMILES: [CH2:1]([N:5]1[C:13]2[C:12]([CH3:14])=[C:11]([CH3:15])[N:10]=[C:9]([NH:16]CC3C=CC(OC)=CC=3)[C:8]=2[N:7]=[C:6]1[CH2:26][OH:27])[CH:2]([CH3:4])[CH3:3]>FC(F)(F)C(O)=O>[NH2:16][C:9]1[C:8]2[N:7]=[C:6]([CH2:26][OH:27])[N:5]([CH2:1][CH:2]([CH3:4])[CH3:3])[C:13]=2[C:12]([CH3:14])=[C:11]([CH3:15])[N:10]=1. Procedure details: {1-Isobutyl-4-[(4-methoxybenzyl)amino]-6,7-dimethyl-1H-imidazo[4,5-c]pyridin-2-yl}methanol (3.08 g, 8.36 mmol) was dissolved in trifluoroacetic acid (31 mL) and stirred at room temperature over night. The solvent was removed under reduced pressure and concentrated hydrochloric acid (5 mL) was added. The suspension was stirred for 2 hours, the solid was isolated by filtration and washed with water to give 1.95 g of (4-amino-1-isobutyl-6,7-dimethyl-1H-imidazo[4,5-c]pyridin-2-yl)methanol as a tan p... Starting materials: Cl (HCl), O1CCOCC1 (1,4-dioxane), FC=1C=C(OCC2N(CCN(C2)C(=O)OC(C)(C)C)C(=O)OC2=CC=C(C=C2)Cl)C=CC1 (4-tert-butyl 1-(4-chlorophenyl) 2-((3-fluorophenoxy)methyl)piperazine-1,4-dicarboxylate). The solvent is CO (MeOH). Conditions: time 1 hour. Product: Cl.Cl.FC=1C=C(OCC2N(CCNC2)C(=O)OC2=CC=C(C=C2)Cl)C=CC1 (4-chlorophenyl 2-((3-fluorophenoxy)methyl)piperazine-1-carboxylate dihydrochloride). Isolated yield 99.0%. RXN SMILES: [ClH:1].O1CCOCC1.[F:8][C:9]1[CH:10]=[C:11]([CH:37]=[CH:38][CH:39]=1)[O:12][CH2:13][CH:14]1[CH2:19][N:18](C(OC(C)(C)C)=O)[CH2:17][CH2:16][N:15]1[C:27]([O:29][C:30]1[CH:35]=[CH:34][C:33]([Cl:36])=[CH:32][CH:31]=1)=[O:28]>CO>[ClH:36].[ClH:1].[F:8][C:9]1[CH:10]=[C:11]([CH:37]=[CH:38][CH:39]=1)[O:12][CH2:13][CH:14]1[CH2:19][NH:18][CH2:17][CH2:16][N:15]1[C:27]([O:29][C:30]1[CH:35]=[CH:34][C:33]([Cl:36])=[CH:32][CH:31]=1)=[O:28] |f:4.5.6|. Procedure details: 4 M HCl in 1,4-dioxane (6 mL, 24 mmol) was added to a solution of 4-tert-butyl 1-(4-chlorophenyl) 2-((3-fluorophenoxy)methyl)piperazine-1,4-dicarboxylate (38.3 mg, 0.082 mmol) in MeOH (1 mL). After 1 h, the reaction mixture was concentrated under reduced pressure, yielding 32.9 mg (99%) of the desired product as a white solid. LC-MS: RT=5.83 min, [M+H]+=365.1. Reactants: C(OC)COC (DME), C(OC)COC (DME), [H-].[Na+] (sodium hydride), COP(OC)=O.O=C(C)C(CC#CC)C (2-oxo-3-methylhept-5-yne dimethylphosphonate), C(OC)COC (dimethoxyethane), [1β,2β(5Z),3α,4β]-7-[3-formyl-7-oxabicyclo[2.2.1]hept-2-yl]-5-heptenoic acid, methyl ester. Run at time 1.5 hour. Yields the product O=C(C=CC(CC(=O)OC)CC=CC)C(CC#CC)C (3-(3-oxo-4-methyl-oct-1-ene-6-ynyl]-5-heptenoic acid, methyl ester). As a reaction SMILES: [H-].[Na+].COP(=O)[O:6][CH3:7].[O:9]=[C:10]([CH:12]([CH3:17])[CH2:13][C:14]#[C:15][CH3:16])[CH3:11].[CH2:18]([CH2:21]OC)[O:19]C>>[O:9]=[C:10]([CH:12]([CH3:17])[CH2:13][C:14]#[C:15][CH3:16])[CH:11]=[CH:15][CH:14]([CH2:13][CH:12]=[CH:10][CH3:11])[CH2:21][C:18]([O:6][CH3:7])=[O:19] |f:0.1,2.3|. Procedure details: To a slurry of 301.6 mg of 50% sodium hydride in mineral oil and 150 ml of anhydrous dimethoxyethane (DME) is added 1.32 g (5.7 mmole) of 2-oxo-3-methylhept-5-yne dimethylphosphonate (prepared as described in U.S. Pat. No. 4,235,930) in 15 ml of DME at 0° C. under an argon atmosphere. The mixture is stirred at 25° for 1.5 hours. To the solution at 25° is added 1.05 g (3.9 mmole) of [1β,2β(5Z),3α,4β]-7-[3-formyl-7-oxabicyclo[2.2.1]hept-2-yl]-5-heptenoic acid, methyl ester (prepared as described i... Starting materials: C(#N)[BH3-].[Na+] (sodium cyanoborohydride), NC=1C(=C(C(=O)OC)C=C(C1)Cl)Cl (methyl 3-amino-2,5-dichlorobenzoate), C1(CCCC1)=O (cyclopentanone), C(C)(=O)O (acetic acid). Solvent: CO (methanol). Reaction conditions: time 3 hour. The product is ClC1=C(C(=O)OC)C=C(C=C1NC1CCCC1)Cl (methyl 2,5-dichloro-3-(cyclopentylamino)benzoate). The yield is 8.3%. RXN SMILES: [NH2:1][C:2]1[C:3]([Cl:13])=[C:4]([CH:9]=[C:10]([Cl:12])[CH:11]=1)[C:5]([O:7][CH3:8])=[O:6].[C:14]1(=O)[CH2:18][CH2:17][CH2:16][CH2:15]1.C(O)(=O)C.C([BH3-])#N.[Na+]>CO>[Cl:13][C:3]1[C:2]([NH:1][CH:14]2[CH2:18][CH2:17][CH2:16][CH2:15]2)=[CH:11][C:10]([Cl:12])=[CH:9][C:4]=1[C:5]([O:7][CH3:8])=[O:6] |f:3.4|. Reported procedure: To a stirred solution of methyl 3-amino-2,5-dichlorobenzoate (2.5 g, 11.5 mmol) and cyclopentanone (4.8 g, 57.1 mmol) in methanol (5 mL) was added acetic acid (0.6 g, 11.3 mmol) and stirring was continued at room temperature for 3 h. Then sodium cyanoborohydride (1.4 g, 22.2 mmol) was added and the reaction stirred overnight. On completion, the solvent was removed under reduced pressure and the product was purified by column chromatography to afford methyl 2,5-dichloro-3-(cyclopentylamino)benzoa... The reactants are O=C([O-])[O-], C=CCBr, O=Cc1c(Cl)ccc(O)c1Cl, [K+], [K+], CN(C)C=O. The product is C=CCOc1ccc(Cl)c(C=O)c1Cl. As a reaction SMILES: [C:16](=[O:17])([O-:18])[O-:19].[CH2:12]([CH:13]=[CH2:14])[Br:15].[Cl:1][c:2]1[c:3]([CH:4]=[O:5])[c:6]([Cl:11])[cH:7][cH:8][c:9]1[OH:10].[K+:20].[K+:21].[O:22]=[CH:23][N:24]([CH3:25])[CH3:26]>>[Cl:1][c:2]1[c:3]([CH:4]=[O:5])[c:6]([Cl:11])[cH:7][cH:8][c:9]1[O:10][CH2:14][CH:13]=[CH2:12]. The reactants are COc1cc2c(cc1[N+](=O)[O-])N(CC(=O)N(C)C)CC2, CCO, CCOC(C)=O. The product is COc1cc2c(cc1N)N(CC(=O)N(C)C)CC2. As a reaction SMILES: [CH3:1][N:2]([C:3]([CH2:4][N:5]1[CH2:6][CH2:7][c:8]2[cH:9][c:10]([O:17][CH3:18])[c:11]([N+:14]([O-:15])=[O:16])[cH:12][c:13]21)=[O:19])[CH3:20].[CH3:21][CH2:22][OH:23].[CH3:24][CH2:25][O:26][C:27](=[O:28])[CH3:29]>>[CH3:1][N:2]([C:3]([CH2:4][N:5]1[CH2:6][CH2:7][c:8]2[cH:9][c:10]([O:17][CH3:18])[c:11]([NH2:14])[cH:12][c:13]21)=[O:19])[CH3:20].